From a dataset of the Open Reaction Database (ORD), a public repository of structured organic reaction records. describe an organic reaction: reactants, conditions, products, and yield Starting materials: C1CCOC1, COC(=O)c1ccc(SC#Cc2ccc3c(c2)C(C)(C)CCC3(C)C)cc1, CCCCCCC. Yields the product CC1(C)CCC(C)(C)c2cc(C#CSc3ccc(C(=O)O)cc3)ccc21. Reaction SMILES: [CH2:35]1[O:36][CH2:37][CH2:38][CH2:39]1.[CH3:1][C:2]1([CH3:27])[c:3]2[cH:4][cH:5][c:6]([C:14]#[C:15][S:16][c:17]3[cH:18][cH:19][c:20]([C:21](=[O:22])[O:23][CH3:24])[cH:25][cH:26]3)[cH:7][c:8]2[C:9]([CH3:12])([CH3:13])[CH2:10][CH2:11]1.[CH3:28][CH2:29][CH2:30][CH2:31][CH2:32][CH2:33][CH3:34]>>[CH3:1][C:2]1([CH3:27])[c:3]2[cH:4][cH:5][c:6]([C:14]#[C:15][S:16][c:17]3[cH:18][cH:19][c:20]([C:21](=[O:22])[OH:23])[cH:25][cH:26]3)[cH:7][c:8]2[C:9]([CH3:12])([CH3:13])[CH2:10][CH2:11]1. The reactants are CC1=C(C(=O)O)C=CC=C1 (2-methylbenzoic acid), N1(CCOCC1)C(CN)C1=CC=NC=C1 ((2-morpholin-4-yl-2-pyridin-4-ylethyl)amine). The product is CC1=C(C(=O)NCC(C2=CC=NC=C2)N2CCOCC2)C=CC=C1 (2-Methyl-N-(2-morpholin-4-yl-2-pyridin-4-yl-ethyl)-benzamide). Reaction SMILES: [CH3:1][C:2]1[CH:10]=[CH:9][CH:8]=[CH:7][C:3]=1[C:4]([OH:6])=O.[N:11]1([CH:17]([C:20]2[CH:25]=[CH:24][N:23]=[CH:22][CH:21]=2)[CH2:18][NH2:19])[CH2:16][CH2:15][O:14][CH2:13][CH2:12]1>>[CH3:1][C:2]1[CH:10]=[CH:9][CH:8]=[CH:7][C:3]=1[C:4]([NH:19][CH2:18][CH:17]([N:11]1[CH2:16][CH2:15][O:14][CH2:13][CH2:12]1)[C:20]1[CH:21]=[CH:22][N:23]=[CH:24][CH:25]=1)=[O:6]. Reported procedure: From 2-methylbenzoic acid and (2-morpholin-4-yl-2-pyridin-4-ylethyl)amine. The reactants are COP(Cl)Cl, C[Si](C)(C)N1CCCC1, ClCCl. The product is COP(Cl)N1CCCC1. As a reaction SMILES: [CH3:1][O:2][P:3]([Cl:4])[Cl:5].[CH3:6][Si:7]([N:8]1[CH2:9][CH2:10][CH2:11][CH2:12]1)([CH3:13])[CH3:14].[Cl:15][CH2:16][Cl:17]>>[CH3:1][O:2][P:3]([Cl:5])[N:8]1[CH2:9][CH2:10][CH2:11][CH2:12]1.